describe an organic reaction: reactants, conditions, products, and yield From a dataset of the Open Reaction Database (ORD), a public repository of structured organic reaction records. The reactants are COCOc1ccc(Cc2c(C)cc(C(=O)OC)cc2C)cc1C(C)C, CO, Cl, [Na+], [OH-]. Product: COCOc1ccc(Cc2c(C)cc(C(=O)O)cc2C)cc1C(C)C. Reaction SMILES: [CH3:1][c:2]1[cH:3][c:4]([C:5](=[O:6])[O:7][CH3:8])[cH:9][c:10]([CH3:26])[c:11]1[CH2:12][c:13]1[cH:14][c:15]([CH:23]([CH3:24])[CH3:25])[c:16]([O:19][CH2:20][O:21][CH3:22])[cH:17][cH:18]1.[CH3:30][OH:31].[ClH:29].[Na+:28].[OH-:27]>>[CH3:1][c:2]1[cH:3][c:4]([C:5](=[O:6])[OH:7])[cH:9][c:10]([CH3:26])[c:11]1[CH2:12][c:13]1[cH:14][c:15]([CH:23]([CH3:24])[CH3:25])[c:16]([O:19][CH2:20][O:21][CH3:22])[cH:17][cH:18]1. Reactants: ClC=1C=NC=2N(C1)N=C(C2)C(=O)O (6-chloro-pyrazolo[1,5-a]pyrimidine-2-carboxylic acid), C(C)C1NCCC2=C1C=CS2 (4-ethyl-4,5,6,7-tetrahydro-thieno[3,2-c]pyridine). The product is ClC=1C=NC=2N(C1)N=C(C2)C(=O)N2C(C1=C(CC2)SC=C1)CC ((6-Chloro-pyrazolo[1,5-a]pyrimidin-2-yl)-(4-ethyl-6,7-dihydro-4H-thieno[3,2-c]pyridin-5-yl)-methanone). The yield is 60.0%. As a reaction SMILES: [Cl:1][C:2]1[CH:3]=[N:4][C:5]2[N:6]([N:8]=[C:9]([C:11]([OH:13])=O)[CH:10]=2)[CH:7]=1.[CH2:14]([CH:16]1[C:21]2[CH:22]=[CH:23][S:24][C:20]=2[CH2:19][CH2:18][NH:17]1)[CH3:15]>>[Cl:1][C:2]1[CH:3]=[N:4][C:5]2[N:6]([N:8]=[C:9]([C:11]([N:17]3[CH2:18][CH2:19][C:20]4[S:24][CH:23]=[CH:22][C:21]=4[CH:16]3[CH2:14][CH3:15])=[O:13])[CH:10]=2)[CH:7]=1. Procedure: In close analogy to the procedure described in Example 1, 6-chloro-pyrazolo[1,5-a]pyrimidine-2-carboxylic acid is reacted with 4-ethyl-4,5,6,7-tetrahydro-thieno[3,2-c]pyridine to provide the title compound. Reactants: SC=1NC2=C(N1)C=CC(=C2)NC(C(=O)O)=O (N-(2-mercapto-3H-benzimidazol-5-yl)-oxalamic acid), FC1=CC=C(CC2CCNCC2)C=C1 (4-(4-fluoro-benzyl)-piperidine). The solvent is C(C)OCC (diethylether). Product: FC1=CC=C(CC2CCN(CC2)C(C(=O)NC2=CC3=C(N=C(N3)S)C=C2)=O)C=C1 (2-[4-(4-Fluoro-benzyl)-piperidin-1-yl]-N-(2-mercapto-3H-benzimidazol-5-yl)-2-oxo-acetamide). RXN SMILES: [SH:1][C:2]1[NH:3][C:4]2[CH:10]=[C:9]([NH:11][C:12](=[O:16])[C:13]([OH:15])=O)[CH:8]=[CH:7][C:5]=2[N:6]=1.[F:17][C:18]1[CH:30]=[CH:29][C:21]([CH2:22][CH:23]2[CH2:28][CH2:27][NH:26][CH2:25][CH2:24]2)=[CH:20][CH:19]=1>C(OCC)C>[F:17][C:18]1[CH:19]=[CH:20][C:21]([CH2:22][CH:23]2[CH2:24][CH2:25][N:26]([C:13](=[O:15])[C:12]([NH:11][C:9]3[CH:8]=[CH:7][C:5]4[N:6]=[C:2]([SH:1])[NH:3][C:4]=4[CH:10]=3)=[O:16])[CH2:27][CH2:28]2)=[CH:29][CH:30]=1. Reported procedure: The title compound is prepared from N-(2-mercapto-3H-benzimidazol-5-yl)-oxalamic acid (Example 60b) and 4-(4-fluoro-benzyl)-piperidine according to the method described in Example 1c. Melting Point: 286-288° C. (diethylether) Starting materials: CC(=O)O[BH-](OC(C)=O)OC(C)=O, CC(=O)O, CCc1nc2c(cnn2CC)c(NC2CCOCC2)c1CNC(=O)c1cccc(C(=O)NCc2cc(-c3cccc(C=O)c3)ccc2OC)c1, CN1CCNCC1, ClCCl, [Na+]. Product: CCc1nc2c(cnn2CC)c(NC2CCOCC2)c1CNC(=O)c1cccc(C(=O)NCc2cc(-c3cccc(CN4CCN(C)CC4)c3)ccc2OC)c1. Reaction SMILES: [C:58]([O:59][BH-:60]([O:61][C:62](=[O:63])[CH3:64])[O:65][C:66](=[O:67])[CH3:68])(=[O:69])[CH3:70].[C:72]([OH:73])(=[O:74])[CH3:75].[CH2:1]([CH3:2])[n:3]1[n:4][cH:5][c:6]2[c:7]1[n:8][c:9]([CH2:49][CH3:50])[c:10]([CH2:19][NH:20][C:21](=[O:22])[c:23]1[cH:24][c:25]([C:29](=[O:30])[NH:31][CH2:32][c:33]3[cH:34][c:35](-[c:41]4[cH:42][c:43]([CH:47]=[O:48])[cH:44][cH:45][cH:46]4)[cH:36][cH:37][c:38]3[O:39][CH3:40])[cH:26][cH:27][cH:28]1)[c:11]2[NH:12][CH:13]1[CH2:14][CH2:15][O:16][CH2:17][CH2:18]1.[CH3:51][N:52]1[CH2:53][CH2:54][NH:55][CH2:56][CH2:57]1.[Cl:76][CH2:77][Cl:78].[Na+:71]>>[CH2:1]([CH3:2])[n:3]1[n:4][cH:5][c:6]2[c:7]1[n:8][c:9]([CH2:49][CH3:50])[c:10]([CH2:19][NH:20][C:21](=[O:22])[c:23]1[cH:24][c:25]([C:29](=[O:30])[NH:31][CH2:32][c:33]3[cH:34][c:35](-[c:41]4[cH:42][c:43]([CH2:47][N:55]5[CH2:54][CH2:53][N:52]([CH3:51])[CH2:57][CH2:56]5)[cH:44][cH:45][cH:46]4)[cH:36][cH:37][c:38]3[O:39][CH3:40])[cH:26][cH:27][cH:28]1)[c:11]2[NH:12][CH:13]1[CH2:14][CH2:15][O:16][CH2:17][CH2:18]1. Reactants: COC1=C(C=C(C=O)C=C1)OCCCOC (4-methoxy-3-(3-methoxy-propoxy)-benzaldehyde), [BH4-].[Na+] (sodium borohydride), O (H2O). Solvent: C1CCOC1 (THF). Conditions: time 6 hour. The product is COC1=C(C=C(C=C1)CO)OCCCOC ([4-Methoxy-3-(3-methoxy-propoxy)-phenyl]-methanol). RXN SMILES: [CH3:1][O:2][C:3]1[CH:10]=[CH:9][C:6]([CH:7]=[O:8])=[CH:5][C:4]=1[O:11][CH2:12][CH2:13][CH2:14][O:15][CH3:16].[BH4-].[Na+].O>C1COCC1>[CH3:1][O:2][C:3]1[CH:10]=[CH:9][C:6]([CH2:7][OH:8])=[CH:5][C:4]=1[O:11][CH2:12][CH2:13][CH2:14][O:15][CH3:16] |f:1.2|. Procedure details: To a solution of the title A compound, 4-methoxy-3-(3-methoxy-propoxy)-benzaldehyde (2.02 g, 8.9 mmol) in 60 mL of THF is added portion wise sodium borohydride (0.74 g, 18.73 mmol) at 0° C. The reaction mixture is stirred for 6 hours at room temperature. After addition of H2O, the aqueous layer is extracted twice with ethyl acetate. The combined organic extracts are dried over anhydrous sodium sulfate and concentrated under reduced pressure to afford the title compound as a colorless oil: TLC, R... Starting materials: OC=1C=C(C(=O)OC)C=CC1SC (methyl 3-hydroxy-4(methylthio)benzoate), [H-].[Na+] (sodium hydride), C1(CCCC1)Br (cyclopentyl bromide). Run in CN(C=O)C (dimethylformamide). Reaction conditions: time 25 minute. Yields the product C1(CCCC1)OC=1C=C(C(=O)OC)C=CC1SC (methyl 3-cyclopentyloxy-4-(methylthio)benzoate). Isolated yield 71.4%. As a reaction SMILES: [OH:1][C:2]1[CH:3]=[C:4]([CH:9]=[CH:10][C:11]=1[S:12][CH3:13])[C:5]([O:7][CH3:8])=[O:6].[H-].[Na+].[CH:16]1(Br)[CH2:20][CH2:19][CH2:18][CH2:17]1>CN(C)C=O>[CH:16]1([O:1][C:2]2[CH:3]=[C:4]([CH:9]=[CH:10][C:11]=2[S:12][CH3:13])[C:5]([O:7][CH3:8])=[O:6])[CH2:20][CH2:19][CH2:18][CH2:17]1 |f:1.2|. Procedure details: A stirred solution of methyl 3-hydroxy-4(methylthio)benzoate (1.98 g) in dry dimethylformamide (40 mL) is treated with sodium hydride (0.44 g; 60% dispersion in mineral oil; 11 mmol) and the solution is stirred for a further 25 minutes. The reaction mixture is treated with cyclopentyl bromide (1.64 g), stirred at 60° C. for 3 hours, and then concentrated. The resulting residue is partitioned between dichloromethane (50 mL) and water (50 mL), the aqueous layer is extracted with dichloromethane (5... Starting materials: C(C)OC(=O)COC1=C2CCC(=CC2=CC=C1)CN1N=C(C=CC1=O)C(C1=CC=CC=C1)C1=CC=CC=C1 (2-[(3,4-dihydro-5-ethoxycarbonylmethoxy-2-naphthyl)methyl]-6-diphenylmethyl-3(2H)-pyridazinone), ClC=1C=C(C(=O)OO)C=CC1 (3-chloroperoxybenzoic acid). Solvent: ClCCl (dichloromethane). Reaction conditions: time 8 hour. The product is C(C)OC(=O)COC1=C2CCC(CC2=CC=C1)(O)CN1N=C(C=CC1=O)C(C1=CC=CC=C1)C1=CC=CC=C1 (2-[(1,2,3,4-tetrahydro-5-ethoxycarbonylmethoxy-2-hydroxy-2-naphthyl)methyl]-6-diphenylmethyl-3(2H)-pyridazinone). The yield is 38.6%. Reaction SMILES: [CH2:1]([O:3][C:4]([CH2:6][O:7][C:8]1[CH:17]=[CH:16][CH:15]=[C:14]2[C:9]=1[CH2:10][CH2:11][C:12]([CH2:18][N:19]1[C:24](=[O:25])[CH:23]=[CH:22][C:21]([CH:26]([C:33]3[CH:38]=[CH:37][CH:36]=[CH:35][CH:34]=3)[C:27]3[CH:32]=[CH:31][CH:30]=[CH:29][CH:28]=3)=[N:20]1)=[CH:13]2)=[O:5])[CH3:2].ClC1C=C(C=CC=1)C(OO)=[O:44]>ClCCl>[CH2:1]([O:3][C:4]([CH2:6][O:7][C:8]1[CH:17]=[CH:16][CH:15]=[C:14]2[C:9]=1[CH2:10][CH2:11][C:12]([CH2:18][N:19]1[C:24](=[O:25])[CH:23]=[CH:22][C:21]([CH:26]([C:33]3[CH:38]=[CH:37][CH:36]=[CH:35][CH:34]=3)[C:27]3[CH:32]=[CH:31][CH:30]=[CH:29][CH:28]=3)=[N:20]1)([OH:44])[CH2:13]2)=[O:5])[CH3:2]. Reported procedure: A solution of 2-[(3,4-dihydro-5-ethoxycarbonylmethoxy-2-naphthyl)methyl]-6-diphenylmethyl-3(2H)-pyridazinone (0.20 g) and 3-chloroperoxybenzoic acid (94 mg) in dichloromethane (5 ml) was allowed to stand in a freezer (about -15° C.) for overnight. The reaction mixture was evaporated in vacuo and the residue was partitioned between ethyl acetate and sodium hydrogencarbonate solution. The organic layer was separated and washed with water, brine, dried over magnesium sulfate and evaporated in vacuo...